describe an organic reaction: reactants, conditions, products, and yield From a dataset of the Open Reaction Database (ORD), a public repository of structured organic reaction records. Reactants: [Al+3], C1CCOC1, N#Cc1ccc(N2C3CCCC2CC3)c(C(F)(F)F)c1, [H-], [H-], [H-], [H-], [Li+]. The product is NCc1ccc(N2C3CCCC2CC3)c(C(F)(F)F)c1. Reaction SMILES: [Al+3:22].[CH2:27]1[O:28][CH2:29][CH2:30][CH2:31]1.[CH:1]12[CH2:2][CH2:3][CH2:4][CH:5]([CH2:6][CH2:7]1)[N:8]2[c:9]1[c:10]([C:17]([F:18])([F:19])[F:20])[cH:11][c:12]([C:13]#[N:14])[cH:15][cH:16]1.[H-:21].[H-:24].[H-:25].[H-:26].[Li+:23]>>[CH:1]12[CH2:2][CH2:3][CH2:4][CH:5]([CH2:6][CH2:7]1)[N:8]2[c:9]1[c:10]([C:17]([F:18])([F:19])[F:20])[cH:11][c:12]([CH2:13][NH2:14])[cH:15][cH:16]1. Run in ClCCl (dichloromethane). Yields the product C1(CCCCC1)CN1C(N(C=2NC(=NC2C1=O)C=1C=C(/C=C/C(=O)Cl)C=CC1)CC1CCCCC1)=O ((E)-3-(1,3-bis(cyclohexylmethyl)-1,2,3,6-tetrahydro-2,6-dioxo-9H-purin-8-yl)cinnamic acid chloride). Reactants: S(=O)(Cl)Cl (thionyl chloride), C1(CCCCC1)CN1C(N(C=2NC(=NC2C1=O)C=1C=C(/C=C/C(=O)O)C=CC1)CC1CCCCC1)=O ((E)-3-(1,3-bis(cyclohexylmethyl)-1,2,3,6-tetrahydro-2,6-dioxo-9H-purin-8-yl)cinnamic acid). Reported procedure: A mixture of (E)-3-(1,3-bis(cyclohexylmethyl)-1,2,3,6-tetrahydro-2,6-dioxo-9H-purin-8-yl)cinnamic acid, from Example 31, (0.20 g, 0.41 mmol) in dichloromethane (5 ml) and thionyl chloride (Aldrich, 0.6 ml, 0.81 mmol) was refluxed for 1.5 hours. Volatiles were removed in vacuo to give (E)-3-(1,3-bis(cyclohexylmethyl)-1,2,3,6-tetrahydro-2,6-dioxo-9H-purin-8-yl)cinnamic acid chloride as a yellow solid which was used without further purification. RXN SMILES: [CH:1]1([CH2:7][N:8]2[C:16](=[O:17])[C:15]3[N:14]=[C:13]([C:18]4[CH:19]=[C:20]([CH:26]=[CH:27][CH:28]=4)/[CH:21]=[CH:22]/[C:23](O)=[O:24])[NH:12][C:11]=3[N:10]([CH2:29][CH:30]3[CH2:35][CH2:34][CH2:33][CH2:32][CH2:31]3)[C:9]2=[O:36])[CH2:6][CH2:5][CH2:4][CH2:3][CH2:2]1.S(Cl)([Cl:39])=O>ClCCl>[CH:1]1([CH2:7][N:8]2[C:16](=[O:17])[C:15]3[N:14]=[C:13]([C:18]4[CH:19]=[C:20]([CH:26]=[CH:27][CH:28]=4)/[CH:21]=[CH:22]/[C:23]([Cl:39])=[O:24])[NH:12][C:11]=3[N:10]([CH2:29][CH:30]3[CH2:35][CH2:34][CH2:33][CH2:32][CH2:31]3)[C:9]2=[O:36])[CH2:6][CH2:5][CH2:4][CH2:3][CH2:2]1. Reactants: OC1=CC=C(C(=O)OCC)C=C1 (Ethyl 4-hydroxybenzoate), C(C(C)=C)Cl (methallyl chloride), C([O-])([O-])=O.[K+].[K+] (potassium carbonate), Cl (hydrochloric acid). The solvent is CC(=O)C (acetone), CN(C1=CC=CC=C1)C (N,N-dimethylaniline). Yields the product OC1=C(C=C(C(=O)OCC)C=C1)CC(C)=C (ethyl 4-hydroxy-3-methallylbenzoate). Isolated yield 89.3%. RXN SMILES: [OH:1][C:2]1[CH:12]=[CH:11][C:5]([C:6]([O:8][CH2:9][CH3:10])=[O:7])=[CH:4][CH:3]=1.[CH2:13](Cl)[C:14](=[CH2:16])[CH3:15].C(=O)([O-])[O-].[K+].[K+].Cl>CC(C)=O.CN(C)C1C=CC=CC=1>[OH:1][C:2]1[CH:3]=[CH:4][C:5]([C:6]([O:8][CH2:9][CH3:10])=[O:7])=[CH:11][C:12]=1[CH2:15][C:14](=[CH2:13])[CH3:16] |f:2.3.4|. Reported procedure: Ethyl 4-hydroxybenzoate (50.0 g), methallyl chloride (32.6 g) and potassium carbonate (45.6 g) were refluxed with heating in acetone (150 ml) for 40 hours. The reaction mixture was filtrated and the filtrate was concentrated under a vacuum. The residue, after toluene (150 ml) was added thereto, was washed with 2% sodium hydroxide aqueous solution and water successively. The extract was dried over sodium sulfate anhydride and then concentrated under a vacuum, thereby yielding an oily compound. Th... The reactants are [N+](=O)([O-])C=1C=C(C=O)C=CC1 (3-nitrobenzaldehyde), COC(\C=C(\C)/N)=O (methyl-3-aminocrotonate), C(CC(=O)C)(=O)OCCN1C(C=2C(C1=O)=CC=CC2)=O (2-phthalimidoethyl acetoacetate). Run in CC(C)O (2-propanol). Product: CC=1NC(=C(C(C1C(=O)OCCN1C(C=2C(C1=O)=CC=CC2)=O)C2=CC(=CC=C2)[N+](=O)[O-])C(=O)OC)C (2,6-dimethyl-3-(2-phthalimidocarbethoxy)-4-(3-nitrophenyl)-5-carbomethoxy-1,4-dihydropyridine). Yield: 29.7%. As a reaction SMILES: [N+:1]([C:4]1[CH:5]=[C:6]([CH:9]=[CH:10][CH:11]=1)[CH:7]=O)([O-:3])=[O:2].[CH3:12][O:13][C:14](=[O:19])/[CH:15]=[C:16](\[NH2:18])/[CH3:17].[C:20]([O:26][CH2:27][CH2:28][N:29]1[C:33](=[O:34])[C:32]2=[CH:35][CH:36]=[CH:37][CH:38]=[C:31]2[C:30]1=[O:39])(=[O:25])[CH2:21][C:22]([CH3:24])=O>CC(O)C>[CH3:24][C:22]1[NH:18][C:16]([CH3:17])=[C:15]([C:14]([O:13][CH3:12])=[O:19])[CH:7]([C:6]2[CH:9]=[CH:10][CH:11]=[C:4]([N+:1]([O-:3])=[O:2])[CH:5]=2)[C:21]=1[C:20]([O:26][CH2:27][CH2:28][N:29]1[C:33](=[O:34])[C:32]2=[CH:35][CH:36]=[CH:37][CH:38]=[C:31]2[C:30]1=[O:39])=[O:25]. Reported procedure: A solution of 3.02 g (0.02 mol) of 3-nitrobenzaldehyde, 2.36 g (0.02 mol) of methyl-3-aminocrotonate, and 5.72 g (0.02 mol) of 2-phthalimidoethyl acetoacetate in 150 ml of 2-propanol was refluxed for 15 hours under nitrogen. The solvent was removed in vacuo, and the residue was subjected to flash chromatography (silica gel, 1:1 dichloromethane/hexane). The product was isolated and recrystallized from 1:1 dichloromethane/hexane to yield 3.0 g (30%) of a pale yellow solid; m.p. 181.5°-182.5° C. NM... Reaction SMILES: [Cl:1][C:2]1[CH:3]=[C:4]([NH2:16])[C:5]([NH2:15])=[CH:6][C:7]=1[C:8]1[CH:13]=[CH:12][C:11]([F:14])=[CH:10][CH:9]=1.[F:17][C:18]([F:23])([F:22])[C:19](O)=O>Cl>[Cl:1][C:2]1[C:7]([C:8]2[CH:9]=[CH:10][C:11]([F:14])=[CH:12][CH:13]=2)=[CH:6][C:5]2[NH:15][C:19]([C:18]([F:23])([F:22])[F:17])=[N:16][C:4]=2[CH:3]=1. Reported procedure: To a solution of 5-chloro-4-iodo-2-nitroaniline (5 g, 16.75 mmol) in dioxane (200 ml) was added (4-fluorophenyl)boronic acid (4.7 g, 33.59 mmol), water (20 ml), K3PO4 (7 g, 32.98 mmol), Pd(PPh3)4 (924 mg, 0.80 mmol) with an inert atmosphere of nitrogen. The resulting solution was stirred for 8 h at 95° C. and then concentrated under reduced pressure to give a residue, which was purified by a silica gel column with 5% to 20% ethyl acetate in petroleum ether to produce 5-chloro-4-(4-fluorophenyl)-... Yields the product ClC1=CC2=C(NC(=N2)C(F)(F)F)C=C1C1=CC=C(C=C1)F (5-chloro-6-(4-fluorophenyl)-2-(trifluoromethyl)-1H-1,3-benzodiazole). Yield: 38.0%. Solvent: Cl (hydrogen chloride). The reactants are ClC=1C=C(C(=CC1C1=CC=C(C=C1)F)N)N (4-chloro-5-(4-fluorophenyl)benzene-1,2-diamine), FC(C(=O)O)(F)F (trifluoroacetic acid). Reactants: CC1([C@H]2CCCN[C@H]2CC2=C1C=C(C=C2)O)C (cis-1,2,3,4,4a,5,10,10a-octahydro-5,5-dimethylbenzo[g]quinolin-7-ol), [H-].[Al+3].[Li+].[H-].[H-].[H-] (lithium aluminum hydride), C1(CCCC1)C(=O)Cl (cyclopentanecarbonyl chloride), C1(CCCC1)C(=O)N1CCC[C@@H]2C(C3=C(C[C@H]12)C=CC(=C3)OC(=O)C3CCCC3)(C)C (cis-1,2,3,4,4a,5,10,10a-octahydro-1-cyclopentanecarbonyl-5,5-dimethyl-7-cyclopentanecarbonyloxybenzo[g]quinoline). Run in O1CCCC1 (tetrahydrofuran), N1=CC=CC=C1 (pyridine), O1CCCC1 (tetrahydrofuran). Yields the product C1(CCCC1)CN1CCC[C@@H]2C(C3=C(C[C@H]12)C=CC(=C3)O)(C)C (cis-1,2,3,4,4a,5,10,10a-octahydro-1-(cyclopentylmethyl)-5,5-dimethylbenzo[g]quinolin-7-ol). RXN SMILES: CC1(C)C2C=C(O)C=CC=2C[C@H]2[C@@H]1CCCN2.C1(C(Cl)=O)CCCC1.[CH:26]1([C:31]([N:33]2[C@@H:42]3[C@@H:37]([C:38]([CH3:56])([CH3:55])[C:39]4[CH:46]=[C:45]([O:47]C(C5CCCC5)=O)[CH:44]=[CH:43][C:40]=4[CH2:41]3)[CH2:36][CH2:35][CH2:34]2)=O)[CH2:30][CH2:29][CH2:28][CH2:27]1.[H-].[Al+3].[Li+].[H-].[H-].[H-]>O1CCCC1.N1C=CC=CC=1>[CH:26]1([CH2:31][N:33]2[C@@H:42]3[C@@H:37]([C:38]([CH3:56])([CH3:55])[C:39]4[CH:46]=[C:45]([OH:47])[CH:44]=[CH:43][C:40]=4[CH2:41]3)[CH2:36][CH2:35][CH2:34]2)[CH2:30][CH2:29][CH2:28][CH2:27]1 |f:3.4.5.6.7.8|. Procedure: To a stirred solution of 6.92 g. of cis-1,2,3,4,4a,5,10,10a-octahydro-5,5-dimethylbenzo[g]quinolin-7-ol in 120 ml. of warm pyridine there was added dropwise 8.78 g. of cyclopentanecarbonyl chloride and the resulting reaction mixture was stirred for five and one-half hours. The reaction mixture was worked up, using partitioning between water and diethyl ether, in a manner similar to that described in Example 13 to yield approximately 12 g. of crude cis-1,2,3,4,4a,5,10,10a-octahydro-1-cyclopentane...